describe an organic reaction: reactants, conditions, products, and yield From a dataset of the Open Reaction Database (ORD), a public repository of structured organic reaction records. The reactants are C1(=CC=CC=C1)N1N=C(C=C1C1=CC=C(C=C1)C)CCC=O (3-(1-phenyl-5-p-tolyl-1H-pyrazol-3-yl)propanal), [BH-](OC(=O)C)(OC(=O)C)OC(=O)C.[Na+] (NaBH(OAc)3), COC1=CC=C(C=C1)N1CCNCC1 (1-(4-methoxyphenyl)piperazine), CCN(C(C)C)C(C)C (DIPEA). Yields the product COC1=CC=C(C=C1)N1CCN(CC1)CCCC1=NN(C(=C1)C1=CC=C(C=C1)C)C1=CC=CC=C1 (1-(4-methoxyphenyl)-4-(3-(1-phenyl-5-p-tolyl-1H-pyrazol-3-yl)propyl)piperazine). RXN SMILES: [C:1]1([N:7]2[C:11]([C:12]3[CH:17]=[CH:16][C:15]([CH3:18])=[CH:14][CH:13]=3)=[CH:10][C:9]([CH2:19][CH2:20][CH:21]=O)=[N:8]2)[CH:6]=[CH:5][CH:4]=[CH:3][CH:2]=1.[CH3:23][O:24][C:25]1[CH:30]=[CH:29][C:28]([N:31]2[CH2:36][CH2:35][NH:34][CH2:33][CH2:32]2)=[CH:27][CH:26]=1.CCN(C(C)C)C(C)C.[BH-](OC(C)=O)(OC(C)=O)OC(C)=O.[Na+]>>[CH3:23][O:24][C:25]1[CH:26]=[CH:27][C:28]([N:31]2[CH2:36][CH2:35][N:34]([CH2:21][CH2:20][CH2:19][C:9]3[CH:10]=[C:11]([C:12]4[CH:17]=[CH:16][C:15]([CH3:18])=[CH:14][CH:13]=4)[N:7]([C:1]4[CH:6]=[CH:5][CH:4]=[CH:3][CH:2]=4)[N:8]=3)[CH2:33][CH2:32]2)=[CH:29][CH:30]=1 |f:3.4|. Procedure details: 108 mg (78%) of target compound was obtained by using a method same as in Example 1 by using 3-(1-phenyl-5-p-tolyl-1H-pyrazol-3-yl)propanal (80 mg, 0.276 mmol), 1-(4-methoxyphenyl)piperazine (53 mg, 0.276 mmol), DIPEA (0.072 mL, 0.414 mmol) and NaBH(OAc)3 (175 mg, 0.828 mmol). Starting materials: C[Si](N[Si](C)(C)C)(C)C.[Li] (lithium hexamethyldisilazane), C(C)(=O)OC(C)(C)C (t-butyl acetate), ClC1=CC=C(C(=N1)NC(C(C)(C)C)=O)C=O (N-(6-chloro-3-formyl-pyridin-2-yl)-2,2-dimethyl-propionamide), O (H2O). The solvent is C(C)(=O)OCC (ethyl acetate), [Cl-].[Na+].O (brine), C1CCOC1 (THF), C1CCOC1 (THF). Reaction conditions: temperature -78 celsius, time 30 minute. Yields the product C(C)(C)(C)OC(CC(O)C=1C(=NC(=CC1)Cl)NC(C(C)(C)C)=O)=O (3-[6-chloro-2-(2,2-dimethyl-propionylamino)-pyridin-3-yl]-3-hydroxy-propionic acid tert-butyl ester). The yield is 78.9%. As a reaction SMILES: C[Si](C)(C)N[Si](C)(C)C.[Li].[C:11]([O:14][C:15]([CH3:18])([CH3:17])[CH3:16])(=[O:13])[CH3:12].[Cl:19][C:20]1[N:25]=[C:24]([NH:26][C:27](=[O:32])[C:28]([CH3:31])([CH3:30])[CH3:29])[C:23]([CH:33]=[O:34])=[CH:22][CH:21]=1.O>C1COCC1.C(OCC)(=O)C.[Cl-].[Na+].O>[C:15]([O:14][C:11](=[O:13])[CH2:12][CH:33]([C:23]1[C:24]([NH:26][C:27](=[O:32])[C:28]([CH3:30])([CH3:29])[CH3:31])=[N:25][C:20]([Cl:19])=[CH:21][CH:22]=1)[OH:34])([CH3:18])([CH3:17])[CH3:16] |f:0.1,7.8.9,^1:9|. Procedure details: A first intermediate compound, 7-Chloro-1H-[1,8]naphthyridin-2-one, was produced as follows: To a stirred solution of lithium hexamethyldisilazane (26.3 mmol, 1.0 M in THF) in THF (10 mL) at −78° C. is added t-butyl acetate (3.53 mL, 26.3 mmol) dropwise. The mixture is stirred at −78° C. for 30 min and N-(6-chloro-3-formyl-pyridin-2-yl)-2,2-dimethyl-propionamide (3.00 g, 12.5 mmol) in THF (20 mL) is added dropwise. A yellow precipitate forms and the mixture is stirred at −78° C. for 30 minutes a... The reactants are BrC=1C=C2CC(C(NC2=C(C1)[N+](=O)[O-])=O)NC(C)=O (N-(6-Bromo-8-nitro-2-oxo-1,2,3,4-tetrahydroquinolin-3-yl)acetamide), C(=O)[O-].[NH4+] (ammonium formate), O (water). Reagents/catalysts: [Pd] (Pd—C). Solvent: C(C)O (ethanol), C(C)O (ethanol). Run at temperature 80 celsius, time 30 minute. The product is NC=1C=CC=C2CC(C(NC12)=O)NC(C)=O (N-(8-amino-2-oxo-1,2,3,4-tetrahydroquinolin-3-yl)acetamide). Yield: 84.8%. As a reaction SMILES: Br[C:2]1[CH:3]=[C:4]2[C:9](=[C:10]([N+:12]([O-])=O)[CH:11]=1)[NH:8][C:7](=[O:15])[CH:6]([NH:16][C:17](=[O:19])[CH3:18])[CH2:5]2.C([O-])=O.[NH4+].O>C(O)C.[Pd]>[NH2:12][C:10]1[CH:11]=[CH:2][CH:3]=[C:4]2[C:9]=1[NH:8][C:7](=[O:15])[CH:6]([NH:16][C:17](=[O:19])[CH3:18])[CH2:5]2 |f:1.2|. Reported procedure: N-(6-Bromo-8-nitro-2-oxo-1,2,3,4-tetrahydroquinolin-3-yl)acetamide (15 g) was suspended in ethanol (150 mL), and ammonium formate (28.8 g) and 10% Pd—C (water content: 53%) (1.5 g) were added thereto. The mixture was heated at 80° C. while being stirred for 30 minutes, and water (150 mL) and ethanol (150 mL) were added thereto, followed by filtration while being heated. The filtrate was concentrated under reduced pressure, and the formed precipitates were recovered through filtration. The thus-o... Procedure: A solution of benzyl 3(S)-[5-(1-benzyloxycarbonyl-4-piperidyl)-1(S)-ethoxycarbonylpentyl]amino-4-oxo-2,3,4,5-tetrahydro-1,5-benzoxazepine-5-acetate (0.65 g) in ethanol (40 ml) is subjected to catalytic hydrogenolysis over 10% palladium carbon (1 g, 50% wet) at ambient temperature and pressure until the absorption of hydrogen ceases. After removal of the catalyst by filtration, the filtrate is concentrated. To the residue is added 5N hydrogen chloride-ethyl acetate solution (2 ml), and the result... Product: C(=O)(O)[C@H](CCCCC1CCNCC1)N[C@H]1COC2=C(N(C1=O)CC(=O)O)C=CC=C2 (3(S)-[1(S)-carboxy-5-(4-piperidyl)pentyl]amino-4-oxo-2,3,4,5-tetrahydro-1,5-benzoxazepine-5-acetic acid). Reagents/catalysts: [C].[Pd] (palladium carbon). Reaction conditions: time 30 minute. The reactants are C(C1=CC=CC=C1)OC(=O)N1CCC(CC1)CCCC[C@@H](C(=O)OCC)N[C@H]1COC2=C(N(C1=O)CC(=O)OCC1=CC=CC=C1)C=CC=C2 (benzyl 3(S)-[5-(1-benzyloxycarbonyl-4-piperidyl)-1(S)-ethoxycarbonylpentyl]amino-4-oxo-2,3,4,5-tetrahydro-1,5-benzoxazepine-5-acetate). Yield: 73.0%. Run in C(C)O (ethanol). As a reaction SMILES: C(OC([N:11]1[CH2:16][CH2:15][CH:14]([CH2:17][CH2:18][CH2:19][CH2:20][C@H:21]([NH:27][C@@H:28]2[C:34](=[O:35])[N:33]([CH2:36][C:37]([O:39]CC3C=CC=CC=3)=[O:38])[C:32]3[CH:47]=[CH:48][CH:49]=[CH:50][C:31]=3[O:30][CH2:29]2)[C:22]([O:24]CC)=[O:23])[CH2:13][CH2:12]1)=O)C1C=CC=CC=1>C(O)C.[C].[Pd]>[C:22]([C@@H:21]([NH:27][C@@H:28]1[C:34](=[O:35])[N:33]([CH2:36][C:37]([OH:39])=[O:38])[C:32]2[CH:47]=[CH:48][CH:49]=[CH:50][C:31]=2[O:30][CH2:29]1)[CH2:20][CH2:19][CH2:18][CH2:17][CH:14]1[CH2:15][CH2:16][NH:11][CH2:12][CH2:13]1)([OH:24])=[O:23] |f:2.3|. Starting materials: O=C([O-])[O-], CCO, CCOC(=O)c1c(OS(=O)(=O)C(F)(F)F)nc2cc(C(F)(F)F)ccc2c1C, CC=CB(O)O, [Cs+], [Cs+], Cc1ccccc1, c1ccc(P(c2ccccc2)(c2ccccc2)[Pd](P(c2ccccc2)(c2ccccc2)c2ccccc2)(P(c2ccccc2)(c2ccccc2)c2ccccc2)P(c2ccccc2)(c2ccccc2)c2ccccc2)cc1. Product: CC=Cc1nc2cc(C(F)(F)F)ccc2c(C)c1C(=O)OCC. RXN SMILES: [C:1](=[O:2])([O-:3])[O-:4].[CH2:125]([OH:126])[CH3:127].[CH2:7]([CH3:8])[O:9][C:10](=[O:11])[c:12]1[c:13]([O:27][S:28]([C:29]([F:30])([F:31])[F:32])(=[O:33])=[O:34])[n:14][c:15]2[cH:16][c:17]([C:23]([F:24])([F:25])[F:26])[cH:18][cH:19][c:20]2[c:21]1[CH3:22].[CH:35](=[CH:36][CH3:37])[B:38]([OH:39])[OH:40].[Cs+:5].[Cs+:6].[c:118]1([CH3:119])[cH:120][cH:121][cH:122][cH:123][cH:124]1.[cH:41]1[cH:42][cH:43][c:44]([P:45]([Pd:46]([P:47]([c:48]2[cH:49][cH:50][cH:51][cH:52][cH:53]2)([c:54]2[cH:55][cH:56][cH:57][cH:58][cH:59]2)[c:60]2[cH:61][cH:62][cH:63][cH:64][cH:65]2)([P:66]([c:67]2[cH:68][cH:69][cH:70][cH:71][cH:72]2)([c:73]2[cH:74][cH:75][cH:76][cH:77][cH:78]2)[c:79]2[cH:80][cH:81][cH:82][cH:83][cH:84]2)[P:85]([c:86]2[cH:87][cH:88][cH:89][cH:90][cH:91]2)([c:92]2[cH:93][cH:94][cH:95][cH:96][cH:97]2)[c:98]2[cH:99][cH:100][cH:101][cH:102][cH:103]2)([c:104]2[cH:105][cH:106][cH:107][cH:108][cH:109]2)[c:110]2[cH:111][cH:112][cH:113][cH:114][cH:115]2)[cH:116][cH:117]1>>[CH2:7]([CH3:8])[O:9][C:10](=[O:11])[c:12]1[c:13]([CH:35]=[CH:36][CH3:37])[n:14][c:15]2[cH:16][c:17]([C:23]([F:24])([F:25])[F:26])[cH:18][cH:19][c:20]2[c:21]1[CH3:22]. Starting materials: CCOC(=O)c1c(C)c[nH]c1CC(=O)NCC(O)CN1CCOCC1, C1CCOC1. The product is CCOC(=O)c1c(C)c[nH]c1CCNCC(O)CN1CCOCC1. Reaction SMILES: [CH2:1]([CH3:2])[O:3][C:4](=[O:5])[c:6]1[c:7]([CH2:12][C:13]([NH:14][CH2:15][CH:16]([CH2:17][N:18]2[CH2:19][CH2:20][O:21][CH2:22][CH2:23]2)[OH:24])=[O:25])[nH:8][cH:9][c:10]1[CH3:11].[O:26]1[CH2:27][CH2:28][CH2:29][CH2:30]1>>[CH2:1]([CH3:2])[O:3][C:4](=[O:5])[c:6]1[c:7]([CH2:12][CH2:13][NH:14][CH2:15][CH:16]([CH2:17][N:18]2[CH2:19][CH2:20][O:21][CH2:22][CH2:23]2)[OH:24])[nH:8][cH:9][c:10]1[CH3:11]. Reactants: C1(=CC=CC=C1)N1C[C@@H](CC1)NC1=CC=C(C=N1)/C=C/C(=O)OCC (ethyl (2E)-3-(6-{[(3R)-1-phenyl-3-pyrrolidinyl]amino}-3-pyridinyl)acrylate), [OH-].[Na+] (sodium hydroxide), Cl (hydrochloric acid), O (H2O). Solvent: O1CCOCC1 (dioxane). Run at temperature 60 celsius, time 2 hour. The product is Cl.C1(=CC=CC=C1)N1C[C@@H](CC1)NC1=CC=C(C=N1)/C=C/C(=O)O ((2E)-3-(6-{[(3R)-1-phenyl-3-pyrrolidinyl]amino}-3-pyridinyl)acrylic acid hydrochloride). Reaction SMILES: [C:1]1([N:7]2[CH2:11][CH2:10][C@@H:9]([NH:12][C:13]3[N:18]=[CH:17][C:16](/[CH:19]=[CH:20]/[C:21]([O:23]CC)=[O:22])=[CH:15][CH:14]=3)[CH2:8]2)[CH:6]=[CH:5][CH:4]=[CH:3][CH:2]=1.[OH-].[Na+].O.[ClH:29]>O1CCOCC1>[ClH:29].[C:1]1([N:7]2[CH2:11][CH2:10][C@@H:9]([NH:12][C:13]3[N:18]=[CH:17][C:16](/[CH:19]=[CH:20]/[C:21]([OH:23])=[O:22])=[CH:15][CH:14]=3)[CH2:8]2)[CH:2]=[CH:3][CH:4]=[CH:5][CH:6]=1 |f:1.2,6.7|. Reported procedure: To a solution of ethyl (2E)-3-(6-{[(3R)-1-phenyl-3-pyrrolidinyl]amino}-3-pyridinyl)acrylate (47 mg) in dioxane (1.4 mL) was added 1N sodium hydroxide (0.42 mL). After stirring at 60° C. for 2 hours, the reaction mixture was added H2O (7 mL) and acidified with 1N hydrochloric acid (to pH 4). A resulting precipitate was collected by filtration, and washed with water to give (2E)-3-(6-{[(3R)-1-phenyl-3-pyrrolidinyl]amino}-3-pyridinyl)acrylic acid hydrochloride (39 mg).